This data is from the Open Reaction Database (ORD), a public repository of structured organic reaction records. The task is: describe an organic reaction: reactants, conditions, products, and yield Starting materials: CC(=O)OCCC(=O)c1ccc(F)cc1, SCCS, ClCCl. Product: CC(=O)OCCC1(c2ccc(F)cc2)SCCS1. Reaction SMILES: [C:5]([CH3:6])(=[O:7])[O:8][CH2:9][CH2:10][C:11](=[O:12])[c:13]1[cH:14][cH:15][c:16]([F:19])[cH:17][cH:18]1.[CH2:1]([CH2:2][SH:3])[SH:4].[Cl:20][CH2:21][Cl:22]>>[CH2:1]1[CH2:2][S:3][C:11]([CH2:10][CH2:9][O:8][C:5]([CH3:6])=[O:7])([c:13]2[cH:14][cH:15][c:16]([F:19])[cH:17][cH:18]2)[S:4]1.